From a dataset of the Open Reaction Database (ORD), a public repository of structured organic reaction records. describe an organic reaction: reactants, conditions, products, and yield RXN SMILES: [C:1]([CH3:2])([CH3:3])([CH3:4])[O:5][C:6]([CH2:7][CH2:8][NH:9][CH2:10][c:11]1[cH:12][c:13]2[c:14]([s:15][c:16](-[c:19]3[cH:20][c:21]([C:31]([F:32])([F:33])[F:34])[c:22](-[c:25]4[cH:26][cH:27][cH:28][cH:29][cH:30]4)[cH:23][cH:24]3)[c:17]2[Cl:18])[cH:35][cH:36]1)=[O:37].[Cl:45][CH2:46][Cl:47].[F:38][C:39]([F:40])([F:41])[C:42]([OH:43])=[O:44]>>[O:5]=[C:6]([CH2:7][CH2:8][NH:9][CH2:10][c:11]1[cH:12][c:13]2[c:14]([s:15][c:16](-[c:19]3[cH:20][c:21]([C:31]([F:32])([F:33])[F:34])[c:22](-[c:25]4[cH:26][cH:27][cH:28][cH:29][cH:30]4)[cH:23][cH:24]3)[c:17]2[Cl:18])[cH:35][cH:36]1)[OH:37]. Starting materials: CC(C)(C)OC(=O)CCNCc1ccc2sc(-c3ccc(-c4ccccc4)c(C(F)(F)F)c3)c(Cl)c2c1, ClCCl, O=C(O)C(F)(F)F. Product: O=C(O)CCNCc1ccc2sc(-c3ccc(-c4ccccc4)c(C(F)(F)F)c3)c(Cl)c2c1. Reactants: [N-]=[N+]=[N-].[Na+] (Sodium azide), ClC1C(N(CS1)C1=CC(=CC=C1)OC(F)(F)F)=O (5-chloro-3-(3-trifluoromethoxyphenyl)thiazolidin-4-one), O (water). The solvent is CN(C)C=O (DMF). Product: N(=[N+]=[N-])C1C(N(CS1)C1=CC(=CC=C1)OC(F)(F)F)=O (5-Azido-3-(3-trifluoromethoxyphenyl)thiazolidin-4-one). The yield is 70.4%. RXN SMILES: [N-:1]=[N+:2]=[N-:3].[Na+].Cl[CH:6]1[S:10][CH2:9][N:8]([C:11]2[CH:16]=[CH:15][CH:14]=[C:13]([O:17][C:18]([F:21])([F:20])[F:19])[CH:12]=2)[C:7]1=[O:22].O>CN(C=O)C>[N:1]([CH:6]1[S:10][CH2:9][N:8]([C:11]2[CH:16]=[CH:15][CH:14]=[C:13]([O:17][C:18]([F:21])([F:20])[F:19])[CH:12]=2)[C:7]1=[O:22])=[N+:2]=[N-:3] |f:0.1|. Procedure: Sodium azide (2.78 g) was added to a solution of 5-chloro-3-(3-trifluoromethoxyphenyl)thiazolidin-4-one (7.50 g) in DMF (50 ml). After 2 hours the mixture was poured into water, extracted with ethyl acetate (x3), dried (MgSO4) and concentrated in vacuo to give the sub-title compound (5.40 g), which was used directly in the next step. Starting materials: C(#N)C1=CC(=C(C=C1)C1NC(N(C(=C1C(=O)OCC=C)C)C1=CC(=CC=C1)C(F)(F)F)=O)S(=O)(=O)C1=CC=CC=C1 (Allyl 4-[4-cyano-2-(phenylsulfonyl)phenyl]-6-methyl-2-oxo-1-[3-(trifluoromethyl)phenyl]-1,2,3,4-tetrahydropyrimidine-5-carboxylate), N1CCOCC1 (morpholine). The reagents and catalysts are C=1C=CC(=CC1)[P](C=2C=CC=CC2)(C=3C=CC=CC3)[Pd]([P](C=4C=CC=CC4)(C=5C=CC=CC5)C=6C=CC=CC6)([P](C=7C=CC=CC7)(C=8C=CC=CC8)C=9C=CC=CC9)[P](C=1C=CC=CC1)(C=1C=CC=CC1)C=1C=CC=CC1 (tetrakis(triphenylphosphine)palladium(0)). Run in C1CCOC1 (THF). Run at time 16 hour. Product: C(#N)C1=CC(=C(C=C1)C1NC(N(C(=C1C(=O)O)C)C1=CC(=CC=C1)C(F)(F)F)=O)S(=O)(=O)C1=CC=CC=C1 ((rac)-4-{4-Cyano-2-[phenylsulfonyl]phenyl}-6-methyl-2-oxo-1-[3-(trifluoromethyl)phenyl]-1,2,3,4-tetrahydropyrimidine-5-carboxylic acid). As a reaction SMILES: [C:1]([C:3]1[CH:8]=[CH:7][C:6]([CH:9]2[C:14]([C:15]([O:17]CC=C)=[O:16])=[C:13]([CH3:21])[N:12]([C:22]3[CH:27]=[CH:26][CH:25]=[C:24]([C:28]([F:31])([F:30])[F:29])[CH:23]=3)[C:11](=[O:32])[NH:10]2)=[C:5]([S:33]([C:36]2[CH:41]=[CH:40][CH:39]=[CH:38][CH:37]=2)(=[O:35])=[O:34])[CH:4]=1)#[N:2].N1CCOCC1>C1COCC1.C1C=CC([P]([Pd]([P](C2C=CC=CC=2)(C2C=CC=CC=2)C2C=CC=CC=2)([P](C2C=CC=CC=2)(C2C=CC=CC=2)C2C=CC=CC=2)[P](C2C=CC=CC=2)(C2C=CC=CC=2)C2C=CC=CC=2)(C2C=CC=CC=2)C2C=CC=CC=2)=CC=1>[C:1]([C:3]1[CH:8]=[CH:7][C:6]([CH:9]2[C:14]([C:15]([OH:17])=[O:16])=[C:13]([CH3:21])[N:12]([C:22]3[CH:27]=[CH:26][CH:25]=[C:24]([C:28]([F:29])([F:31])[F:30])[CH:23]=3)[C:11](=[O:32])[NH:10]2)=[C:5]([S:33]([C:36]2[CH:41]=[CH:40][CH:39]=[CH:38][CH:37]=2)(=[O:34])=[O:35])[CH:4]=1)#[N:2] |^1:56,58,77,96|. Procedure details: The reaction was carried out under argon. Allyl 4-[4-cyano-2-(phenylsulfonyl)phenyl]-6-methyl-2-oxo-1-[3-(trifluoromethyl)phenyl]-1,2,3,4-tetrahydropyrimidine-5-carboxylate (220 mg, 0.378 mmol) and morpholine (1.5 eq., 43 mg, 0.567 mmol) were initially charged in dry THF (6 ml) at RT. The reaction mixture was degassed repeatedly (evacuation followed by venting with argon). Under protective gas, tetrakis(triphenylphosphine)palladium(0) (0.05 eq., 22 mg, 0.019 mmol) was added, and the reaction mix... Starting materials: CN1CCCCC1C(=O)N1CCN(C(=O)OC(C)(C)C)CC1, ClCCl, O=C(O)C(F)(F)F. The product is CN1CCCCC1C(=O)N1CCNCC1. Reaction SMILES: [C:8]([O:9][C:10](=[O:11])[N:15]1[CH2:16][CH2:17][N:18]([C:21](=[O:22])[CH:23]2[N:24]([CH3:29])[CH2:25][CH2:26][CH2:27][CH2:28]2)[CH2:19][CH2:20]1)([CH3:12])([CH3:13])[CH3:14].[Cl:30][CH2:31][Cl:32].[F:1][C:2]([F:3])([F:4])[C:5]([OH:6])=[O:7]>>[NH:15]1[CH2:16][CH2:17][N:18]([C:21](=[O:22])[CH:23]2[N:24]([CH3:29])[CH2:25][CH2:26][CH2:27][CH2:28]2)[CH2:19][CH2:20]1. The reactants are [Br-], CCOCC, CC(C)[Mg+], Cl[Cu], Cl, O=C(Cl)c1ccc(F)cc1F, O. Yields the product CC(C)C(=O)c1ccc(F)cc1F. RXN SMILES: [Br-:17].[CH3:12][CH2:13][O:14][CH2:15][CH3:16].[CH:18]([CH3:19])([CH3:20])[Mg+:21].[Cl:23][Cu:24].[ClH:22].[F:1][c:2]1[c:3]([C:4](=[O:5])[Cl:6])[cH:7][cH:8][c:9]([F:11])[cH:10]1.[OH2:25]>>[F:1][c:2]1[c:3]([C:4](=[O:5])[CH:18]([CH3:19])[CH3:20])[cH:7][cH:8][c:9]([F:11])[cH:10]1. Reactants: CC=1C=C(C=C(C1)C)C(C)=O (3',5'-dimethyl acetophenone), C(C)(C)[N-]C(C)C.[Li+] (lithium diisopropylamide), Cl[Si](C)(C)C (chlorotrimethylsilane), diethyl ester, C1(=CC=CC=C1)CCSC(C(=O)O)C(=O)O ([(2-phenylethyl)thio]-propanedioic acid). Solvent: C1CCOC1 (THF). Yields the product CC=1C=C(C=C(C1)C)C1=CC(=C(C(O1)=O)SCCC1=CC=CC=C1)O (6-(3,5-Dimethylphenyl)-4-hydroxy-3-[(2-phenylethyl)thio]-2H-pyran-2-one). Reaction SMILES: [CH3:1][C:2]1[CH:3]=[C:4]([C:9](=[O:11])[CH3:10])[CH:5]=[C:6]([CH3:8])[CH:7]=1.C([N-]C(C)C)(C)C.[Li+].Cl[Si](C)(C)C.[C:25]1([CH2:31][CH2:32][S:33][CH:34]([C:38](O)=[O:39])[C:35](O)=[O:36])[CH:30]=[CH:29][CH:28]=[CH:27][CH:26]=1>C1COCC1>[CH3:1][C:2]1[CH:3]=[C:4]([C:9]2[O:11][C:35](=[O:36])[C:34]([S:33][CH2:32][CH2:31][C:25]3[CH:30]=[CH:29][CH:28]=[CH:27][CH:26]=3)=[C:38]([OH:39])[CH:10]=2)[CH:5]=[C:6]([CH3:8])[CH:7]=1 |f:1.2|. Procedure details: The title compound was prepared by Method A using 3',5'-dimethyl acetophenone (1.75 g, 11.82 mmol), lithium diisopropylamide (1.89 g, 17.73 mmol), chlorotrimethylsilane (2.25 mL, 17.73 mmol), THF (120 mL), and diethyl ester of [(2-phenylethyl)thio]-propanedioic acid (1.00 g, 3.37 mmol). m.p. 155-157° C.; 1H NMR (400 MHz, DMSO-d6) δ2.34 (s, 6 H), 2.77 (t, 2 H), 2.99 (t, 2 H), 6.72 (s, 1 H), 7.21 (m, 6 H), 7.41 (s, 2 H), 8.74 (d, 2 H). The reactants are C(=NC1CCCCC1)=NC1CCCCC1, CN(C)c1ccncc1, Cc1cc(CC(=O)O)cnc1Cl, CN(C)C=O, Nc1ccc(-c2cccnn2)cn1. Product: Cc1cc(CC(=O)Nc2ccc(-c3cccnn3)cn2)cnc1Cl. As a reaction SMILES: [CH2:26]1[CH2:27][CH2:28][CH:29]([N:30]=[C:31]=[N:32][CH:33]2[CH2:34][CH2:35][CH2:36][CH2:37][CH2:38]2)[CH2:39][CH2:40]1.[CH3:41][N:42]([CH3:43])[c:44]1[cH:45][cH:46][n:47][cH:48][cH:49]1.[Cl:1][c:2]1[c:3]([CH3:12])[cH:4][c:5]([CH2:8][C:9](=[O:10])[OH:11])[cH:6][n:7]1.[O:50]=[CH:51][N:52]([CH3:53])[CH3:54].[n:13]1[n:14][c:15](-[c:19]2[cH:20][cH:21][c:22]([NH2:25])[n:23][cH:24]2)[cH:16][cH:17][cH:18]1>>[Cl:1][c:2]1[c:3]([CH3:12])[cH:4][c:5]([CH2:8][C:9](=[O:11])[NH:25][c:22]2[cH:21][cH:20][c:19](-[c:15]3[n:14][n:13][cH:18][cH:17][cH:16]3)[cH:24][n:23]2)[cH:6][n:7]1. Starting materials: BrCCNC(c1ccccc1)(c1ccccc1)c1ccccc1, CCOCC, CCCCCC, ClC(Cl)Cl, CC(C)(C)OC(=O)NCCN, [Na+], [Na+], O=C([O-])[O-]. Product: CC(C)(C)OC(=O)NCCNCCNC(c1ccccc1)(c1ccccc1)c1ccccc1. As a reaction SMILES: [Br:18][CH2:19][CH2:20][NH:21][C:22]([c:23]1[cH:24][cH:25][cH:26][cH:27][cH:28]1)([c:29]1[cH:30][cH:31][cH:32][cH:33][cH:34]1)[c:35]1[cH:36][cH:37][cH:38][cH:39][cH:40]1.[CH3:41][CH2:42][O:43][CH2:44][CH3:45].[CH3:50][CH2:51][CH2:52][CH2:53][CH2:54][CH3:55].[CH:46]([Cl:47])([Cl:48])[Cl:49].[NH2:1][CH2:2][CH2:3][NH:4][C:5]([O:6][C:7]([CH3:8])([CH3:9])[CH3:10])=[O:11].[Na+:12].[Na+:13].[O-:14][C:15](=[O:16])[O-:17]>>[NH:1]([CH2:2][CH2:3][NH:4][C:5]([O:6][C:7]([CH3:8])([CH3:9])[CH3:10])=[O:11])[CH2:19][CH2:20][NH:21][C:22]([c:23]1[cH:24][cH:25][cH:26][cH:27][cH:28]1)([c:29]1[cH:30][cH:31][cH:32][cH:33][cH:34]1)[c:35]1[cH:36][cH:37][cH:38][cH:39][cH:40]1. The reactants are CC(C)(C)OC(=O)CBr, CCOC(=O)CCCOc1ccc(-c2ccc(C#N)cc2)cc1, C1CCOC1, [Li]CCCC, CC(C)NC(C)C. The product is CCOC(=O)C(CCOc1ccc(-c2ccc(C#N)cc2)cc1)CC(=O)OC(C)(C)C. Reaction SMILES: [Br:36][CH2:37][C:38](=[O:39])[O:40][C:41]([CH3:42])([CH3:43])[CH3:44].[CH2:13]([CH3:14])[O:15][C:16]([CH2:17][CH2:18][CH2:19][O:20][c:21]1[cH:22][cH:23][c:24](-[c:27]2[cH:28][cH:29][c:30]([C:33]#[N:34])[cH:31][cH:32]2)[cH:25][cH:26]1)=[O:35].[CH2:45]1[O:46][CH2:47][CH2:48][CH2:49]1.[CH2:8]([Li:9])[CH2:10][CH2:11][CH3:12].[CH:1]([NH:2][CH:3]([CH3:4])[CH3:5])([CH3:6])[CH3:7]>>[CH2:13]([CH3:14])[O:15][C:16]([CH:17]([CH2:18][CH2:19][O:20][c:21]1[cH:22][cH:23][c:24](-[c:27]2[cH:28][cH:29][c:30]([C:33]#[N:34])[cH:31][cH:32]2)[cH:25][cH:26]1)[CH2:37][C:38](=[O:39])[O:40][C:41]([CH3:42])([CH3:43])[CH3:44])=[O:35]. Reactants: S1C2=C(C=C1C=1C(=CC(=C(C1)C=CC(=O)C1C(=C(C(=C(C1(C)C)OC)C(C)(C)C)OC)O[SiH3])OC)OC)C=CC=C2 (3-[5-(benzo[b]thien-2-yl)2,4-dimethoxyphenyl]-1-(4-tert-butyldimethyl-siloxy-3,5-dimethoxyphenyl)-2-propen-1-one), [F-].C(CCC)[N+](CCCC)(CCCC)CCCC (tetrabutylammonium fluoride), O1CCCC1 (tetrahydrofuran). Conditions: time 2 hour. Yields the product S1C2=C(C=C1C=1C(=CC(=C(C1)C=CC(=O)C1=CC(=C(C(=C1)OC)O)OC)OC)OC)C=CC=C2 (3-[5-(benzo[b]thien-2-yl)2,4-dimethoxyphenyl]-1-(4-hydroxy-3,5-dimethoxy-phenyl)-2-propen 1-one). The yield is 46.0%. RXN SMILES: [S:1]1[C:5]([C:6]2[C:7]([O:36][CH3:37])=[CH:8][C:9]([O:34][CH3:35])=[C:10]([CH:12]=[CH:13][C:14]([CH:16]3[C:21](C)(C)[C:20]([O:24][CH3:25])=[C:19](C(C)(C)C)[C:18]([O:30][CH3:31])=[C:17]3O[SiH3])=[O:15])[CH:11]=2)=[CH:4][C:3]2[CH:38]=[CH:39][CH:40]=[CH:41][C:2]1=2.[F-].C([N+](CCCC)(CCCC)CCCC)CCC.[O:60]1CCCC1>>[S:1]1[C:5]([C:6]2[C:7]([O:36][CH3:37])=[CH:8][C:9]([O:34][CH3:35])=[C:10]([CH:12]=[CH:13][C:14]([C:16]3[CH:21]=[C:20]([O:24][CH3:25])[C:19]([OH:60])=[C:18]([O:30][CH3:31])[CH:17]=3)=[O:15])[CH:11]=2)=[CH:4][C:3]2[CH:38]=[CH:39][CH:40]=[CH:41][C:2]1=2 |f:1.2|. Reported procedure: To a solution of 3-[5-(benzo[b]thien-2-yl)2,4-dimethoxyphenyl]-1-(4-tert-butyldimethyl-siloxy-3,5-dimethoxyphenyl)-2-propen-1-one, from Ex-59B, (0.135 g, 0.228 mmol) in tetrahydrofuran (2 mL) was added tetrabutylammonium fluoride (0.061 g. 0.228 mmol), and the mixture was stirred at room temperature for two hours. Upon quenching with water, the mixture was extracted with dichloromethane. The organic phase was dried and evaporated. Silica gel chromatography (hexane/ethyl acetate, 1:1) gave 0.05 g...